From a dataset of the Open Reaction Database (ORD), a public repository of structured organic reaction records. describe an organic reaction: reactants, conditions, products, and yield The reactants are C(C)OC(C1=C(C=C(C=C1)Cl)OCC)=O (4-Chloro-2-ethoxybenzoic acid ethyl ester), [OH-].[K+] (potassium hydroxide), Cl (hydrochloric acid). Solvent: C(C)O (ethanol). Product: ClC1=CC(=C(C(=O)O)C=C1)OCC (4-chloro-2-ethoxy-benzoic acid). RXN SMILES: C([O:3][C:4](=[O:15])[C:5]1[CH:10]=[CH:9][C:8]([Cl:11])=[CH:7][C:6]=1[O:12][CH2:13][CH3:14])C.[OH-].[K+].Cl>C(O)C>[Cl:11][C:8]1[CH:9]=[CH:10][C:5]([C:4]([OH:15])=[O:3])=[C:6]([O:12][CH2:13][CH3:14])[CH:7]=1 |f:1.2|. Reported procedure: 4-Chloro-2-ethoxybenzoic acid ethyl ester (˜18 g) was suspended in ethanol (500 mL). This was treated with potassium hydroxide (200 mL, 2 M solution) and refluxed for 1 h. The reaction was cooled and poured into cold aqueous hydrochloric acid (300 mL, 3 M solution) and extracted into dichloromethane (3×500 mL). The dichloromethane was washed with water (500 mL) and dried over magnesium sulfate and evaporated to dryness to give 4-chloro-2-ethoxy-benzoic acid as a solid. Reactants: O=C(O)C12CC3CC(CC(C3)C1)C2, CCN(CC)C(F)(F)C(F)C(F)(F)F, NC1CCCCC1. Product: O=C(NC1CCCCC1)C12CC3CC(CC(C3)C1)C2. As a reaction SMILES: [C:1]12([C:11](=[O:12])[OH:13])[CH2:2][CH:3]3[CH2:4][CH:5]([CH2:6][CH:7]([CH2:8]1)[CH2:9]3)[CH2:10]2.[CH2:14]([N:15]([C:16]([F:17])([F:18])[CH:19]([F:20])[C:21]([F:22])([F:23])[F:24])[CH2:25][CH3:26])[CH3:27].[NH2:28][CH:29]1[CH2:30][CH2:31][CH2:32][CH2:33][CH2:34]1>>[C:1]12([C:11](=[O:13])[NH:28][CH:29]3[CH2:30][CH2:31][CH2:32][CH2:33][CH2:34]3)[CH2:2][CH:3]3[CH2:4][CH:5]([CH2:6][CH:7]([CH2:8]1)[CH2:9]3)[CH2:10]2. Starting materials: BrCCOC=1C(=C(C(=O)O)C=CC1OC)Cl (3-bromoethoxy-2-chloro-4-methoxybenzoic acid), S(=O)(Cl)Cl (thionyl chloride). Run at temperature 60 celsius. Yields the product ClC1=C(C(=O)Cl)C=CC(=C1OCCBr)OC (2-chloro-3-bromoethoxy-4-methoxybenzoic acid chloride). The yield is 100.0%. RXN SMILES: [Br:1][CH2:2][CH2:3][O:4][C:5]1[C:6]([Cl:16])=[C:7]([CH:11]=[CH:12][C:13]=1[O:14][CH3:15])[C:8](O)=[O:9].S(Cl)([Cl:19])=O>>[Cl:16][C:6]1[C:5]([O:4][CH2:3][CH2:2][Br:1])=[C:13]([O:14][CH3:15])[CH:12]=[CH:11][C:7]=1[C:8]([Cl:19])=[O:9]. Procedure: A suspension of 3-bromoethoxy-2-chloro-4-methoxybenzoic acid (1.4 g, 4.5 mmol) in thionyl chloride (20 ml) is heated at 60 ° C. until dissolved (˜20 min) plus an additional 30 minutes. The reaction mixture is cooled to room temperature and excess thionyl chloride is evaporated under reduced pressure. The resulting residue is evaporated at reduced pressure with toluene (50 ml) two times to obtain 1.5 g (100%) of 2-chloro-3-bromoethoxy-4-methoxybenzoic acid chloride. Starting materials: O=C([O-])[O-], [NH-]CC(Cl)C(=O)O, CN1CCNCC1, CCCOc1ccc(F)c2c(=O)c(-c3ccc(OC)cc3)c[nH]c12, [I-], [K+], [K+], [Na+], CN(C)C=O, O. Yields the product CN1CCN(C(C[NH-])C(=O)O)CC1, CCCOc1ccc(F)c2c(=O)c(-c3ccc(OC)cc3)c[nH]c12. As a reaction SMILES: [C:10](=[O:11])([O-:12])[O-:13].[C:16](=[O:17])([OH:18])[CH:19]([CH2:20][NH-:21])[Cl:22].[CH3:1][N:2]1[CH2:3][CH2:4][NH:5][CH2:6][CH2:7]1.[F:23][c:24]1[c:25]2[c:26](=[O:46])[c:27](-[c:38]3[cH:39][cH:40][c:41]([O:44][CH3:45])[cH:42][cH:43]3)[cH:28][nH:29][c:30]2[c:31]([O:34][CH2:35][CH2:36][CH3:37])[cH:32][cH:33]1.[I-:9].[K+:14].[K+:15].[Na+:8].[O:48]=[CH:49][N:50]([CH3:51])[CH3:52].[OH2:47]>>[CH3:1][N:2]1[CH2:3][CH2:4][N:5]([CH:19]([C:16](=[O:17])[OH:18])[CH2:20][NH-:21])[CH2:6][CH2:7]1.[F:23][c:24]1[c:25]2[c:26](=[O:46])[c:27](-[c:38]3[cH:39][cH:40][c:41]([O:44][CH3:45])[cH:42][cH:43]3)[cH:28][nH:29][c:30]2[c:31]([O:34][CH2:35][CH2:36][CH3:37])[cH:32][cH:33]1. The reactants are CN1CCN(Cc2cc(F)cc(Br)c2)CC1, Nc1c(Br)cncc1[N+](=O)[O-], [K+], [K+], [K+], [K+], CC(=O)[O-], CN(C)C=O, O, O=P([O-])([O-])[O-], c1ccc(P(c2ccccc2)(c2ccccc2)[Pd](P(c2ccccc2)(c2ccccc2)c2ccccc2)(P(c2ccccc2)(c2ccccc2)c2ccccc2)P(c2ccccc2)(c2ccccc2)c2ccccc2)cc1. Yields the product CN1CCN(Cc2cc(F)cc(-c3cncc([N+](=O)[O-])c3N)c2)CC1. As a reaction SMILES: [Br:1][c:2]1[cH:3][c:4]([CH2:5][N:6]2[CH2:7][CH2:8][N:9]([CH3:12])[CH2:10][CH2:11]2)[cH:13][c:14]([F:16])[cH:15]1.[Br:30][c:31]1[cH:32][n:33][cH:34][c:35]([N+:38](=[O:39])[O-:40])[c:36]1[NH2:37].[K+:21].[K+:27].[K+:28].[K+:29].[O-:17][C:18]([CH3:19])=[O:20].[O:119]=[CH:120][N:121]([CH3:122])[CH3:123].[OH2:118].[P:22]([O-:23])([O-:24])([O-:25])=[O:26].[cH:41]1[cH:42][cH:43][c:44]([P:45]([Pd:46]([P:47]([c:48]2[cH:49][cH:50][cH:51][cH:52][cH:53]2)([c:54]2[cH:55][cH:56][cH:57][cH:58][cH:59]2)[c:60]2[cH:61][cH:62][cH:63][cH:64][cH:65]2)([P:66]([c:67]2[cH:68][cH:69][cH:70][cH:71][cH:72]2)([c:73]2[cH:74][cH:75][cH:76][cH:77][cH:78]2)[c:79]2[cH:80][cH:81][cH:82][cH:83][cH:84]2)[P:85]([c:86]2[cH:87][cH:88][cH:89][cH:90][cH:91]2)([c:92]2[cH:93][cH:94][cH:95][cH:96][cH:97]2)[c:98]2[cH:99][cH:100][cH:101][cH:102][cH:103]2)([c:104]2[cH:105][cH:106][cH:107][cH:108][cH:109]2)[c:110]2[cH:111][cH:112][cH:113][cH:114][cH:115]2)[cH:116][cH:117]1>>[c:2]1(-[c:31]2[cH:32][n:33][cH:34][c:35]([N+:38](=[O:39])[O-:40])[c:36]2[NH2:37])[cH:3][c:4]([CH2:5][N:6]2[CH2:7][CH2:8][N:9]([CH3:12])[CH2:10][CH2:11]2)[cH:13][c:14]([F:16])[cH:15]1. The reactants are Cl, NC(=O)CC(N)C(=O)O, [Na+], C1CCOC1, [OH-], O, O=S(=O)(Cl)c1cccc2ccccc12. Yields the product NC(=O)CC(NS(=O)(=O)c1cccc2ccccc12)C(=O)O. Reaction SMILES: [ClH:24].[NH2:1][CH:2]([CH2:3][C:4]([NH2:5])=[O:6])[C:7](=[O:8])[OH:9].[Na+:27].[O:28]1[CH2:29][CH2:30][CH2:31][CH2:32]1.[OH-:26].[OH2:25].[c:10]1([S:20](=[O:21])(=[O:22])[Cl:23])[cH:11][cH:12][cH:13][c:14]2[cH:15][cH:16][cH:17][cH:18][c:19]12>>[NH:1]([CH:2]([CH2:3][C:4]([NH2:5])=[O:6])[C:7](=[O:8])[OH:9])[S:20]([c:10]1[cH:11][cH:12][cH:13][c:14]2[cH:15][cH:16][cH:17][cH:18][c:19]12)(=[O:21])=[O:22]. The reactants are CO, [H][H], CCOC(=O)c1ccc([N+](=O)[O-])c(N)c1. The product is CCOC(=O)c1ccc(N)c(N)c1. RXN SMILES: [CH3:18][OH:19].[H:16][H:17].[NH2:1][c:2]1[cH:3][c:4]([C:5](=[O:6])[O:7][CH2:8][CH3:9])[cH:10][cH:11][c:12]1[N+:13]([O-:14])=[O:15]>>[NH2:1][c:2]1[cH:3][c:4]([C:5](=[O:6])[O:7][CH2:8][CH3:9])[cH:10][cH:11][c:12]1[NH2:13].